This data is from the Open Reaction Database (ORD), a public repository of structured organic reaction records. The task is: describe an organic reaction: reactants, conditions, products, and yield Reactants: solution, [OH-].[Na+] (sodium hydroxide), [OH-].[Na+] (sodium hydroxide), solution, [OH-].[Na+] (sodium hydroxide), CN(C(CC1=C(N=C2SC3=C(N21)C=CC=C3)C3=C(SC(=C3)C)C)=O)C (N,N-dimethyl-2-(2,5-dimethylthien-3-yl)imidazo[2,1-b]benzothiazole-3-acetamide). Run in COCCO (2-methoxyethanol). Run at temperature 100 celsius. The product is CC=1SC(=CC1C=1N=C2SC3=C(N2C1CC(=O)O)C=CC=C3)C (2-(2,5-Dimethylthien-3-yl)imidazo[2,1-b]benzothiazole-3-acetic acid). As a reaction SMILES: CN(C)[C:3](=[O:24])[CH2:4][C:5]1[N:12]2[C:8]([S:9][C:10]3[CH:16]=[CH:15][CH:14]=[CH:13][C:11]=32)=[N:7][C:6]=1[C:17]1[CH:21]=[C:20]([CH3:22])[S:19][C:18]=1[CH3:23].[OH-:26].[Na+]>COCCO>[CH3:23][C:18]1[S:19][C:20]([CH3:22])=[CH:21][C:17]=1[C:6]1[N:7]=[C:8]2[N:12]([C:5]=1[CH2:4][C:3]([OH:24])=[O:26])[C:11]1[CH:13]=[CH:14][CH:15]=[CH:16][C:10]=1[S:9]2 |f:1.2|. Reported procedure: 14 g (0.0379 mole) of N,N-dimethyl-2-(2,5-dimethylthien-3-yl)imidazo[2,1-b]benzothiazole-3-acetamide and 350 ml of 2-methoxyethanol are introduced into a 1000 ml round-bottomed flask, the solution is heated to 100° C., 25 ml of a solution at 30% sodium hydroxide (0.189 mole) are added, the mixture is heated at boiling temperature for 30 minutes, a further 25 ml of 30% sodium hydroxide are added and the heating is maintained for 4 h. 25 ml of a solution at 30% sodium hydroxide are again added and... Reactants: S1C(=CC=C1)C1CN(CCN1)C(=O)OCC (ethyl 3-(2-thienyl)piperazine-carboxylate), [H-].[Al+3].[Li+].[H-].[H-].[H-] (lithium aluminum hydride). Solvent: C(C)OCC (diethyl ether), C(C)OCC (diethyl ether). Yields the product CN1CC(NCC1)C=1SC=CC1 (1-methyl-3-(2-thienyl)piperazine). RXN SMILES: [S:1]1[CH:5]=[CH:4][CH:3]=[C:2]1[CH:6]1[NH:11][CH2:10][CH2:9][N:8]([C:12](OCC)=O)[CH2:7]1.[H-].[Al+3].[Li+].[H-].[H-].[H-]>C(OCC)C>[CH3:12][N:8]1[CH2:9][CH2:10][NH:11][CH:6]([C:2]2[S:1][CH:5]=[CH:4][CH:3]=2)[CH2:7]1 |f:1.2.3.4.5.6|. Procedure: A solution of ethyl 3-(2-thienyl)piperazine-carboxylate (27.2 g, 0.11 mol; Preparation 2) in diethyl ether (300 ml) is added to a stirred suspension of lithium aluminum hydride (10.8 g, 0.28 mol) in diethyl ether (1300 ml). The mixture is refluxed for 12 h, cooled to room temperature and worked up as described in "Reagents for Organic Synthesis" , Fieser, L. F. and Fieser, M., John Wiley and Sons, Inc., New York, N.Y. 1967, p. 583. The ether solution is dried (potassium carbonate) and evaporated...